This data is from the Open Reaction Database (ORD), a public repository of structured organic reaction records. The task is: describe an organic reaction: reactants, conditions, products, and yield The reactants are C(C)(=O)NC1=CC(=C(C(CNC(C)(C)C)O)C=C1F)F (4-acetamido-α-[(tert-butylamino)methyl]-2,5-difluorobenzyl alcohol), [OH-].[Na+] (NaOH). Solvent: CCO (EtOH). The product is NC1=CC(=C(C(CNC(C)(C)C)O)C=C1F)F (4-Amino-α-[(tert-butylamino)methyl]-2,5-difluorobenzyl alcohol). Isolated yield 90.0%. RXN SMILES: C([NH:4][C:5]1[C:18]([F:19])=[CH:17][C:8]([CH:9]([OH:16])[CH2:10][NH:11][C:12]([CH3:15])([CH3:14])[CH3:13])=[C:7]([F:20])[CH:6]=1)(=O)C.[OH-].[Na+]>CCO>[NH2:4][C:5]1[C:18]([F:19])=[CH:17][C:8]([CH:9]([OH:16])[CH2:10][NH:11][C:12]([CH3:13])([CH3:14])[CH3:15])=[C:7]([F:20])[CH:6]=1 |f:1.2|. Procedure: A stirred mixture consisting of 3.6 g of 4-acetamido-α-[(tert-butylamino)methyl]-2,5-difluorobenzyl alcohol, 36 mL of EtOH and 36 mL of 10% aqueous NaOH is heated at reflux under N2 for 4 h. The EtOH is evaporated in vacuo and the residue is extracted with 4×60 mL of CH2Cl2. The combined organic extracts are washed with 25 mL of H2O, dried with anhydrous Na2SO4 and evaporated in vacuo to furnish the title compound which is crystallized from CH3CN/hexane, 2.77 g (90% yield), m.p. 115°-116° C.